Dataset: the Open Reaction Database (ORD), a public repository of structured organic reaction records. Task: describe an organic reaction: reactants, conditions, products, and yield Product: COC(=O)C(OC)C(C)(C)c1ccccc1. Starting materials: O=[Ag-], CCOCC, CI, COC(=O)C(O)C(C)(C)c1ccccc1. RXN SMILES: [Ag-:23]=[O:24].[CH3:18][CH2:19][O:20][CH2:21][CH3:22].[I:16][CH3:17].[OH:1][CH:2]([C:3](=[O:4])[O:5][CH3:6])[C:7]([CH3:8])([c:9]1[cH:10][cH:11][cH:12][cH:13][cH:14]1)[CH3:15]>>[O:1]([CH:2]([C:3](=[O:4])[O:5][CH3:6])[C:7]([CH3:8])([c:9]1[cH:10][cH:11][cH:12][cH:13][cH:14]1)[CH3:15])[CH3:17]. The reactants are ClC=1C2=C(N=CN1)NC(=C2)C=2CCN(CC2)S(=O)(=O)C (4-chloro-6-(1-(methylsulfonyl)-1,2,3,6-tetrahydropyridin-4-yl)-7H-pyrrolo[2,3-d]pyrimidine), [O-]P(=O)([O-])[O-].[O-]P(=O)([O-])[O-].[Ca+2].[Ca+2].[Ca+2] (Synthos), C([O-])([O-])=O.[Cs+].[Cs+] (cesium carbonate), ClC=1C=C(C(=C(C1)B(O)O)F)C ((5-chloro-2-fluoro-3-methylphenyl)boronic acid), aqueous solution. The reagents and catalysts are [Pd] (Pd). Run in C(C)O (ethanol), C(C)O (ethanol). Reaction conditions: temperature 120 celsius. Product: ClC=1C=C(C(=C(C1)C=1C2=C(N=CN1)NC(=C2)C=2CCN(CC2)S(=O)(=O)C)F)C (4-(5-chloro-2-fluoro-3-methylphenyl)-6-[1-(methylsulfonyl)-1,2,3,6-tetrahydropyridin-4-yl]-7H-pyrrolo[2,3-d]pyrimidine). As a reaction SMILES: Cl[C:2]1[C:3]2[CH:10]=[C:9]([C:11]3[CH2:12][CH2:13][N:14]([S:17]([CH3:20])(=[O:19])=[O:18])[CH2:15][CH:16]=3)[NH:8][C:4]=2[N:5]=[CH:6][N:7]=1.[Cl:21][C:22]1[CH:23]=[C:24]([CH3:32])[C:25]([F:31])=[C:26](B(O)O)[CH:27]=1.C(=O)([O-])[O-].[Cs+].[Cs+].[O-]P([O-])([O-])=O.[O-]P([O-])([O-])=O.[Ca+2].[Ca+2].[Ca+2]>C(O)C.[Pd]>[Cl:21][C:22]1[CH:23]=[C:24]([CH3:32])[C:25]([F:31])=[C:26]([C:2]2[C:3]3[CH:10]=[C:9]([C:11]4[CH2:12][CH2:13][N:14]([S:17]([CH3:20])(=[O:19])=[O:18])[CH2:15][CH:16]=4)[NH:8][C:4]=3[N:5]=[CH:6][N:7]=2)[CH:27]=1 |f:2.3.4,5.6.7.8.9|. Procedure details: A 4 mL vial was charged with a stir bar, a solution of Example 41A (27.50 mg, 0.09 mmol) in 1 mL of ethanol, a solution of (5-chloro-2-fluoro-3-methylphenyl)boronic acid (24.85 mg, 1.5 eq, 0.13 mmol) in 220 μL of ethanol, a 1.0 M aqueous solution of cesium carbonate (175.84 μL, 2 eq, 0.18 mmol), and Siliacat® DPP-Pd (Silicycle®, 0.27 mmol/g loading, 32.56 mg). The loaded vial was seal capped and placed in an Anton Paar Synthos 3000 microwave reactor (900 W maximum) and heated to 120° C. for 15 m... Starting materials: CN1CC2CCC(C1)N2c1ccc([N+](=O)[O-])nc1, CO, Cn1nc(Cl)cc(Nc2ccc(N3CCC(C)(O)CC3)cn2)c1=O. Yields the product CN1CC2CCC(C1)N2c1ccc(N)nc1. As a reaction SMILES: [CH3:25][N:26]1[CH2:27][CH:28]2[CH2:29][CH2:30][CH:31]([CH2:32]1)[N:33]2[c:34]1[cH:35][n:36][c:37]([N+:40]([O-:41])=[O:42])[cH:38][cH:39]1.[CH3:43][OH:44].[Cl:1][c:2]1[cH:3][c:4]([NH:5][c:6]2[cH:7][cH:8][c:9]([N:10]3[CH2:11][CH2:12][C:13]([OH:14])([CH3:15])[CH2:16][CH2:17]3)[cH:18][n:19]2)[c:20](=[O:21])[n:22]([CH3:23])[n:24]1>>[CH3:25][N:26]1[CH2:27][CH:28]2[CH2:29][CH2:30][CH:31]([CH2:32]1)[N:33]2[c:34]1[cH:35][n:36][c:37]([NH2:40])[cH:38][cH:39]1. Starting materials: CC(C)O (2-propanol), C(CS)(=O)O (thioglycolic acid), [OH-].[K+] (potassium hydroxide), CC1=CC=C(C=C1)S(=O)(=O)C2=CC=C(C=C2)Cl (4-methyl-4'-chlorodiphenylsulfone). Solvent: CN(C=O)C (N,N-dimethylformamide), O (water). Reaction conditions: temperature 120 celsius, time 6 hour. Product: CC1=CC=C(C=C1)S(=O)(=O)C1=CC=C(C=C1)CC(=S)O (4-(4-methylphenylsulfonyl)phenylthio acetic acid). RXN SMILES: [CH3:1][C:2]1[CH:7]=[CH:6][C:5]([S:8]([C:11]2[CH:16]=[CH:15][C:14](Cl)=[CH:13][CH:12]=2)(=[O:10])=[O:9])=[CH:4][CH:3]=1.C(O)(=O)C[SH:20].[OH-].[K+].[CH3:25][CH:26]([OH:28])C>CN(C)C=O.O>[CH3:1][C:2]1[CH:7]=[CH:6][C:5]([S:8]([C:11]2[CH:16]=[CH:15][C:14]([CH2:25][C:26]([OH:28])=[S:20])=[CH:13][CH:12]=2)(=[O:10])=[O:9])=[CH:4][CH:3]=1 |f:2.3|. Reported procedure: In 250 ml of N,N-dimethylformamide, 140 g of 4-methyl-4'-chlorodiphenylsulfone was dissolved, and further 77 g of thioglycolic acid and 71 g of 85% potassium hydroxide pellet were added and stirred for 6 hours at 120° C. The reaction mixture was poured into 2-propanol and filtered off to obtain a precipitate. After the precipitate obtained was dissolved in water and then the insoluble matter was filtered off, 150 ml of concentrated chloric acid and 500 g of ice were added therein. The formed whi... Reactants: CCOC(=CCCN1C(=O)c2ccccc2C1=O)C(F)(F)F, O, O=S(=O)(O)O. The product is O=C1c2ccccc2C(=O)N1CCCC(=O)C(F)(F)F. Reaction SMILES: [CH2:1]([CH3:2])[O:3][C:4]([C:5]([F:6])([F:7])[F:8])=[CH:9][CH2:10][CH2:11][N:12]1[C:13](=[O:22])[c:14]2[c:15]([cH:18][cH:19][cH:20][cH:21]2)[C:16]1=[O:17].[OH2:28].[S:23](=[O:24])(=[O:25])([OH:26])[OH:27]>>[O:3]=[C:4]([C:5]([F:6])([F:7])[F:8])[CH2:9][CH2:10][CH2:11][N:12]1[C:13](=[O:22])[c:14]2[c:15]([cH:18][cH:19][cH:20][cH:21]2)[C:16]1=[O:17]. Reactants: COC1=CC=C(C=C1)C(C1=CC=CC=C1)(C1=CC=C(C=C1)OC)NC=1OC(C([C@@](N1)(C)C1=C(C=CC(=C1)Br)F)(F)F)(C)C ([bis-(4-methoxy-phenyl)-phenyl-methyl]-[(R)-4-(5-bromo-2-fluoro-phenyl)-5,5-difluoro-4,6,6-trimethyl-5,6-dihydro-4H-[1,3]oxazin-2-yl]-amine), COC1=C(N)C=CC=C1 (2-methoxyaniline). Yields the product COC1=CC=C(C=C1)C(C1=CC=CC=C1)(C1=CC=C(C=C1)OC)NC=1OC(C([C@@](N1)(C)C1=C(C=CC(=C1)NC1=C(C=CC=C1)OC)F)(F)F)(C)C ([Bis-(4-methoxy-phenyl)-phenyl-methyl]-{(R)-5,5-difluoro-4-[2-fluoro-5-(2-methoxy-phenylamino)-phenyl]-4,6,6-trimethyl-5,6-dihydro-4H-[1,3]oxazin-2-yl}-amine). The yield is 68.0%. Reaction SMILES: [CH3:1][O:2][C:3]1[CH:8]=[CH:7][C:6]([C:9]([NH:24][C:25]2[O:26][C:27]([CH3:43])([CH3:42])[C:28]([F:41])([F:40])[C@:29]([C:32]3[CH:37]=[C:36](Br)[CH:35]=[CH:34][C:33]=3[F:39])([CH3:31])[N:30]=2)([C:16]2[CH:21]=[CH:20][C:19]([O:22][CH3:23])=[CH:18][CH:17]=2)[C:10]2[CH:15]=[CH:14][CH:13]=[CH:12][CH:11]=2)=[CH:5][CH:4]=1.[CH3:44][O:45][C:46]1[CH:52]=[CH:51][CH:50]=[CH:49][C:47]=1[NH2:48]>>[CH3:1][O:2][C:3]1[CH:8]=[CH:7][C:6]([C:9]([NH:24][C:25]2[O:26][C:27]([CH3:43])([CH3:42])[C:28]([F:41])([F:40])[C@:29]([C:32]3[CH:37]=[C:36]([NH:48][C:47]4[CH:49]=[CH:50][CH:51]=[CH:52][C:46]=4[O:45][CH3:44])[CH:35]=[CH:34][C:33]=3[F:39])([CH3:31])[N:30]=2)([C:16]2[CH:21]=[CH:20][C:19]([O:22][CH3:23])=[CH:18][CH:17]=2)[C:10]2[CH:15]=[CH:14][CH:13]=[CH:12][CH:11]=2)=[CH:5][CH:4]=1. Reported procedure: In a manner analogous to that described in Example 3 a), the amination of [bis-(4-methoxy-phenyl)-phenyl-methyl]-[(R)-4-(5-bromo-2-fluoro-phenyl)-5,5-difluoro-4,6,6-trimethyl-5,6-dihydro-4H-[1,3]oxazin-2-yl]-amine (intermediate C4.1) with 2-methoxyaniline yielded the title compound (68% yield) as a yellow foam. MS (ISP): m/z=696.5 [M+H]+. Reactants: C(C)C1=C(C=C(C(=N1)C=1N(C(=NN1)S)C=1C=C2C=CN(C2=CC1)C)OC)OC (5-(6-Ethyl-3,5-dimethoxy-pyridin-2-yl)-4-(1-methyl-1H-indol-5-yl)-4H-[1,2,4]triazole-3-thiol), Cl.N1=CC=CC=C1 (pyridine hydrochloride), O (water). The solvent is C(C)(=O)OCC (ethyl acetate). Reaction conditions: temperature 220 celsius. The product is C(C)C1=NC(=C(C=C1O)O)C1=NN=C(N1C=1C=C2C=CN(C2=CC1)C)S (2-ethyl-6-[5-mercapto-4-(1-methyl-1H-indol-5-yl)-4H-[1,2,4]triazol-3-yl]-pyridine-3,5-diol). RXN SMILES: [CH2:1]([C:3]1[N:8]=[C:7]([C:9]2[N:10]([C:15]3[CH:16]=[C:17]4[C:21](=[CH:22][CH:23]=3)[N:20]([CH3:24])[CH:19]=[CH:18]4)[C:11]([SH:14])=[N:12][N:13]=2)[C:6]([O:25]C)=[CH:5][C:4]=1[O:27]C)[CH3:2].Cl.N1C=CC=CC=1.O>C(OCC)(=O)C>[CH2:1]([C:3]1[C:4]([OH:27])=[CH:5][C:6]([OH:25])=[C:7]([C:9]2[N:10]([C:15]3[CH:16]=[C:17]4[C:21](=[CH:22][CH:23]=3)[N:20]([CH3:24])[CH:19]=[CH:18]4)[C:11]([SH:14])=[N:12][N:13]=2)[N:8]=1)[CH3:2] |f:1.2|. Procedure details: A flask was charged with 5-(6-Ethyl-3,5-dimethoxy-pyridin-2-yl)-4-(1-methyl-1H-indol-5-yl)-4H-[1,2,4]triazole-3-thiol (30 mg; 0.08 mmol), and pyridine hydrochloride (2 g). The reaction was put under a nitrogen atmosphere, and heated to 220° C. for forty five minutes, and then cooled. To the flask was then added water (10 mL) and ethyl acetate (10 mL), and the contents were stirred until all solids were dissolved. The organic layer was isolated, washed with water, and all solvent was evaporated u...